This data is from the Open Reaction Database (ORD), a public repository of structured organic reaction records. The task is: describe an organic reaction: reactants, conditions, products, and yield Reactants: poly(acrylic acid), C(C=C)(=O)O (Acrylic acid), OC(=O)C(C)C1=CC=C(CC(C)C)C=C1 (ibuprofen). Product: C(C(=C)C)(=O)O.COC(C(=C)C)=O (methacrylic acid methylmethacrylate), Eudragit L. RXN SMILES: [C:1](O)(=O)C=C.[OH:6][C:7]([CH:9]([C:11]1C=CC(CC(C)C)=CC=1)[CH3:10])=[O:8]>>[C:7]([OH:8])(=[O:6])[C:9]([CH3:11])=[CH2:10].[CH3:1][O:6][C:7](=[O:8])[C:9]([CH3:11])=[CH2:10] |f:2.3|. Procedure details: Acrylic acid, ibuprofen and poly(acrylic acid) (MW 2,000) and (MW 5,000) were purchased from Aldrich. Poly(methacrylic acid-methylmethacrylate) (Eudragit L) was provided by Rhom Pharma (Germany). Thionyl chloride, oxalyl chloride, and acetic anhydride were freshly distilled under nitrogen prior to use. All solvents were analytical grade. Starting materials: OC[C@H](CC#N)C1=C(C=CC=C1)F (β(R)-(hydroxymethyl)-β-(2-fluorophenyl)-propionitrile), O1CCCC=C1 (3,4-dihydro-2H-pyran), O=P(Cl)(Cl)Cl (POCl3). The solvent is CCOCC (Et2O). Reaction conditions: time 5 minute. Yields the product O1C(CCCC1)OC[C@H](CC#N)C1=C(C=CC=C1)F (β(R)-[[(tetrahydropyran-2-yl)oxy]methyl]-β(2- fluorophenyl)-propionitrile). As a reaction SMILES: [OH:1][CH2:2][C@@H:3]([C:7]1[CH:12]=[CH:11][CH:10]=[CH:9][C:8]=1[F:13])[CH2:4][C:5]#[N:6].[O:14]1[CH:19]=[CH:18][CH2:17][CH2:16][CH2:15]1.O=P(Cl)(Cl)Cl>CCOCC>[O:14]1[CH2:19][CH2:18][CH2:17][CH2:16][CH:15]1[O:1][CH2:2][C@@H:3]([C:7]1[CH:12]=[CH:11][CH:10]=[CH:9][C:8]=1[F:13])[CH2:4][C:5]#[N:6]. Procedure: To a solution of β(R)-(hydroxymethyl)-β-(2-fluorophenyl)-propionitrile (210 g, 1.18 mol) in Et2O (200 ml), is added 3,4-dihydro-2H-pyran (225 ml, 2.68 mol) at ambient temperature. The mixture is stirred for 5 minutes and POCl3 (5 mL) is added dropwise. The reaction mixture is stirred for 30 minutes at ambient temperature and then refluxed for 2 hours. The resulting solution is allowed to cool and the solvent is removed in vacuo. The residue is then chromatographed (EtOAc/hexane, 1:4) to give β(R... Starting materials: CCOC(=O)c1cccc(Br)n1, O=C([O-])[O-], CCOC(C)=O, [K+], [K+], C1COCCO1, O, OB(O)c1ccc(O)cc1, c1ccc(P(c2ccccc2)(c2ccccc2)[Pd](P(c2ccccc2)(c2ccccc2)c2ccccc2)(P(c2ccccc2)(c2ccccc2)c2ccccc2)P(c2ccccc2)(c2ccccc2)c2ccccc2)cc1. The product is CCOC(=O)c1cccc(-c2ccc(O)cc2)n1. RXN SMILES: [Br:1][c:2]1[cH:3][cH:4][cH:5][c:6]([C:8](=[O:9])[O:10][CH2:11][CH3:12])[n:7]1.[C:23](=[O:24])([O-:25])[O-:26].[CH3:36][CH2:37][O:38][C:39](=[O:40])[CH3:41].[K+:27].[K+:28].[O:29]1[CH2:30][CH2:31][O:32][CH2:33][CH2:34]1.[OH2:35].[OH:13][c:14]1[cH:15][cH:16][c:17]([B:20]([OH:21])[OH:22])[cH:18][cH:19]1.[cH:42]1[cH:43][cH:44][c:45]([P:46]([Pd:47]([P:48]([c:49]2[cH:50][cH:51][cH:52][cH:53][cH:54]2)([c:55]2[cH:56][cH:57][cH:58][cH:59][cH:60]2)[c:61]2[cH:62][cH:63][cH:64][cH:65][cH:66]2)([P:67]([c:68]2[cH:69][cH:70][cH:71][cH:72][cH:73]2)([c:74]2[cH:75][cH:76][cH:77][cH:78][cH:79]2)[c:80]2[cH:81][cH:82][cH:83][cH:84][cH:85]2)[P:86]([c:87]2[cH:88][cH:89][cH:90][cH:91][cH:92]2)([c:93]2[cH:94][cH:95][cH:96][cH:97][cH:98]2)[c:99]2[cH:100][cH:101][cH:102][cH:103][cH:104]2)([c:105]2[cH:106][cH:107][cH:108][cH:109][cH:110]2)[c:111]2[cH:112][cH:113][cH:114][cH:115][cH:116]2)[cH:117][cH:118]1>>[c:2]1(-[c:17]2[cH:16][cH:15][c:14]([OH:13])[cH:19][cH:18]2)[cH:3][cH:4][cH:5][c:6]([C:8](=[O:9])[O:10][CH2:11][CH3:12])[n:7]1. Reactants: CCCC(CO)N(C)c1nc(SCc2ccccc2)nc2nc(N)sc12, N, [Na]. Product: CCCC(CO)N(C)c1nc(S)nc2nc(N)sc12. As a reaction SMILES: [NH2:1][c:2]1[s:3][c:4]2[c:5]([n:6][c:7]([S:18][CH2:19][c:20]3[cH:21][cH:22][cH:23][cH:24][cH:25]3)[n:8][c:9]2[N:10]([CH:11]([CH2:12][OH:13])[CH2:14][CH2:15][CH3:16])[CH3:17])[n:26]1.[NH3:28].[Na:27]>>[NH2:1][c:2]1[s:3][c:4]2[c:5]([n:6][c:7]([SH:18])[n:8][c:9]2[N:10]([CH:11]([CH2:12][OH:13])[CH2:14][CH2:15][CH3:16])[CH3:17])[n:26]1. Starting materials: CCOC(=O)CC1CCc2c1[nH]c1ccc(OCc3ccc(OC(C)C)c(C#N)c3)cc21, Cl, [Li+], C1COCCO1, [OH-]. Product: CC(C)Oc1ccc(COc2ccc3[nH]c4c(c3c2)CCC4CC(=O)O)cc1C#N. Reaction SMILES: [C:1](#[N:2])[c:3]1[cH:4][c:5]([CH2:6][O:7][c:8]2[cH:9][c:10]3[c:11]4[c:12]([nH:13][c:14]3[cH:15][cH:16]2)[CH:17]([CH2:20][C:21](=[O:22])[O:23][CH2:24][CH3:25])[CH2:18][CH2:19]4)[cH:26][cH:27][c:28]1[O:29][CH:30]([CH3:31])[CH3:32].[ClH:35].[Li+:34].[O:36]1[CH2:37][CH2:38][O:39][CH2:40][CH2:41]1.[OH-:33]>>[C:1](#[N:2])[c:3]1[cH:4][c:5]([CH2:6][O:7][c:8]2[cH:9][c:10]3[c:11]4[c:12]([nH:13][c:14]3[cH:15][cH:16]2)[CH:17]([CH2:20][C:21](=[O:22])[OH:23])[CH2:18][CH2:19]4)[cH:26][cH:27][c:28]1[O:29][CH:30]([CH3:31])[CH3:32].